This data is from the Open Reaction Database (ORD), a public repository of structured organic reaction records. The task is: describe an organic reaction: reactants, conditions, products, and yield Reactants: ClC1=CC(=C(C=C1)O)C (4-chloro-2-methylphenol), [Na] (sodium), C(C=C)(=O)OCC (ethyl acrylate). Run in C(C)O (ethanol). Yields the product ClC1=CC(=C(OCCC(=O)OCC)C=C1)C (Ethyl 3-(4-chloro-2-methylphenoxy)propionate). RXN SMILES: [Cl:1][C:2]1[CH:7]=[CH:6][C:5]([OH:8])=[C:4]([CH3:9])[CH:3]=1.[Na].[C:11]([O:15][CH2:16][CH3:17])(=[O:14])[CH:12]=[CH2:13]>C(O)C>[Cl:1][C:2]1[CH:7]=[CH:6][C:5]([O:8][CH2:13][CH2:12][C:11]([O:15][CH2:16][CH3:17])=[O:14])=[C:4]([CH3:9])[CH:3]=1 |^1:9|. Reported procedure: The sub-title compound was prepared according to the method described in Example 27(i) above from 4-chloro-2-methylphenol (4.99 g; 35.0 mmol), sodium (0.055 g; 2.4 mmol), ethanol (1.5 mL) and ethyl acrylate (4.1 g; 41 mmol). The crude product (1.98 g; 23%) was used for the next step without further purification. Starting materials: C1(=CC=CC=C1)CN1CCC(CC1)N1C(NC2=C(C1)C=CC=N2)=O (3,4-dihydro-3-[1-(phenylmethyl)-4-piperidinyl]-2(1H)-pyrido[2,3-d]-pyrimidinone), [H][H] (hydrogen). The reagents and catalysts are [Pd] (palladium/charcoal). The solvent is CO (methanol). Product: N1CCC(CC1)N1C(NC2=C(C1)C=CC=N2)=O (3,4-dihydro-3-(4-piperidinyl]-2(1H)-pyrido[2,3-d]-pyrimidinone). RXN SMILES: C1(C[N:8]2[CH2:13][CH2:12][CH:11]([N:14]3[CH2:19][C:18]4[CH:20]=[CH:21][CH:22]=[N:23][C:17]=4[NH:16][C:15]3=[O:24])[CH2:10][CH2:9]2)C=CC=CC=1.[H][H]>CO.[Pd]>[NH:8]1[CH2:9][CH2:10][CH:11]([N:14]2[CH2:19][C:18]3[CH:20]=[CH:21][CH:22]=[N:23][C:17]=3[NH:16][C:15]2=[O:24])[CH2:12][CH2:13]1. Procedure details: A solution of 4.7 g (0.0146 mol) of 3,4-dihydro-3-[1-(phenylmethyl)-4-piperidinyl]-2(1H)-pyrido[2,3-d]-pyrimidinone in 50 ml of methanol was hydrogenated at a temperature of 50° C. and in the presence of 2.0 g of 20% palladium/charcoal until the uptake of hydrogen ceased. After removal of the catalyst and solvent 3.3 g (97.3% of theory) of a colourless oil of Rf=0.35 (FM1) were obtained. The reactants are C1COCCO1, COCOc1ccc(C(C(=O)Nc2ccc(OCCN(C)C)cc2)=C(c2ccccc2)C(C)C)cc1, CO, Cl, [Na+], O=C([O-])O, O. RXN SMILES: [CH2:45]1[O:46][CH2:47][CH2:48][O:49][CH2:50]1.[CH3:1][N:2]([CH2:3][CH2:4][O:5][c:6]1[cH:7][cH:8][c:9]([NH:12][C:13]([C:14](=[C:15]([CH:16]([CH3:17])[CH3:18])[c:19]2[cH:20][cH:21][cH:22][cH:23][cH:24]2)[c:25]2[cH:26][cH:27][c:28]([O:31][CH2:32][O:33][CH3:34])[cH:29][cH:30]2)=[O:35])[cH:10][cH:11]1)[CH3:36].[CH3:43][OH:44].[ClH:37].[Na+:42].[O-:38][C:39]([OH:40])=[O:41].[OH2:51]>>[CH3:1][N:2]([CH2:3][CH2:4][O:5][c:6]1[cH:7][cH:8][c:9]([NH:12][C:13]([C:14](=[C:15]([CH:16]([CH3:17])[CH3:18])[c:19]2[cH:20][cH:21][cH:22][cH:23][cH:24]2)[c:25]2[cH:26][cH:27][c:28]([OH:31])[cH:29][cH:30]2)=[O:35])[cH:10][cH:11]1)[CH3:36]. The product is CC(C)C(=C(C(=O)Nc1ccc(OCCN(C)C)cc1)c1ccc(O)cc1)c1ccccc1. The reactants are O=C(c1ccccc1)N1CCc2[nH]c3cccc(-c4ccccc4F)c3c2CC1, CO, ClC(Cl)Cl, [K+], [NH4+], [OH-], [OH-], O, OCCO. Product: Fc1ccccc1-c1cccc2[nH]c3c(c12)CCNCC3. As a reaction SMILES: [C:1](=[O:2])([c:3]1[cH:4][cH:5][cH:6][cH:7][cH:8]1)[N:9]1[CH2:10][CH2:11][c:12]2[nH:13][c:14]3[cH:15][cH:16][cH:17][c:18](-[c:23]4[c:24]([F:29])[cH:25][cH:26][cH:27][cH:28]4)[c:19]3[c:20]2[CH2:21][CH2:22]1.[CH3:43][OH:44].[CH:39]([Cl:40])([Cl:41])[Cl:42].[K+:31].[NH4+:37].[OH-:30].[OH-:36].[OH2:38].[OH:32][CH2:33][CH2:34][OH:35]>>[NH:9]1[CH2:10][CH2:11][c:12]2[nH:13][c:14]3[cH:15][cH:16][cH:17][c:18](-[c:23]4[c:24]([F:29])[cH:25][cH:26][cH:27][cH:28]4)[c:19]3[c:20]2[CH2:21][CH2:22]1.